Dataset: the Open Reaction Database (ORD), a public repository of structured organic reaction records. Task: describe an organic reaction: reactants, conditions, products, and yield Reactants: Nc1ccc2nc(N3CCN(C4CC4)CC3)sc2c1, O=S(=O)(Cl)CCCCl, [H-], [Na+], CN(C)C=O. Product: O=S1(=O)CCCN1c1ccc2nc(N3CCN(C4CC4)CC3)sc2c1. Reaction SMILES: [CH:1]1([N:4]2[CH2:5][CH2:6][N:7]([c:10]3[s:11][c:12]4[c:13]([n:14]3)[cH:15][cH:16][c:17]([NH2:19])[cH:18]4)[CH2:8][CH2:9]2)[CH2:2][CH2:3]1.[Cl:22][CH2:23][CH2:24][CH2:25][S:26](=[O:27])(=[O:28])[Cl:29].[H-:21].[Na+:20].[O:30]=[CH:31][N:32]([CH3:33])[CH3:34]>>[CH:1]1([N:4]2[CH2:5][CH2:6][N:7]([c:10]3[s:11][c:12]4[c:13]([n:14]3)[cH:15][cH:16][c:17]([N:19]3[CH2:23][CH2:24][CH2:25][S:26]3(=[O:27])=[O:28])[cH:18]4)[CH2:8][CH2:9]2)[CH2:2][CH2:3]1. The reactants are Cc1c([N+](=O)[O-])ccc2c1N(C(=O)OC(C)(C)C)CC2, ClCCl, O=C(O)C(F)(F)F. The product is Cc1c([N+](=O)[O-])ccc2c1NCC2. As a reaction SMILES: [C:1]([O:2][C:3](=[O:4])[N:8]1[CH2:9][CH2:10][c:11]2[cH:12][cH:13][c:14]([N+:18](=[O:19])[O-:20])[c:15]([CH3:17])[c:16]21)([CH3:5])([CH3:6])[CH3:7].[CH2:28]([Cl:29])[Cl:30].[OH:21][C:22]([C:23]([F:24])([F:25])[F:26])=[O:27]>>[NH:8]1[CH2:9][CH2:10][c:11]2[cH:12][cH:13][c:14]([N+:18](=[O:19])[O-:20])[c:15]([CH3:17])[c:16]21. Starting materials: ClCCl, OCc1ccc(OCCCN2CCCCC2)cc1, O=S(Cl)Cl. The product is ClCc1ccc(OCCCN2CCCCC2)cc1. As a reaction SMILES: [Cl:23][CH2:24][Cl:25].[OH:1][CH2:2][c:3]1[cH:4][cH:5][c:6]([O:7][CH2:8][CH2:9][CH2:10][N:11]2[CH2:12][CH2:13][CH2:14][CH2:15][CH2:16]2)[cH:17][cH:18]1.[S:19]([Cl:20])([Cl:21])=[O:22]>>[CH2:2]([c:3]1[cH:4][cH:5][c:6]([O:7][CH2:8][CH2:9][CH2:10][N:11]2[CH2:12][CH2:13][CH2:14][CH2:15][CH2:16]2)[cH:17][cH:18]1)[Cl:21]. Reactants: Cc1cc(Cl)c2nn(-c3ccccc3)c(C)c2n1, NCCO, Cc1ccccc1C. Yields the product Cc1cc(NCCO)c2nn(-c3ccccc3)c(C)c2n1. As a reaction SMILES: [Cl:5][c:6]1[c:7]2[c:8]([n:9][c:10]([CH3:12])[cH:11]1)[c:13]([CH3:22])[n:14](-[c:16]1[cH:17][cH:18][cH:19][cH:20][cH:21]1)[n:15]2.[NH2:1][CH2:2][CH2:3][OH:4].[c:23]1([CH3:24])[c:25]([CH3:26])[cH:27][cH:28][cH:29][cH:30]1>>[NH:1]([CH2:2][CH2:3][OH:4])[c:6]1[c:7]2[c:8]([n:9][c:10]([CH3:12])[cH:11]1)[c:13]([CH3:22])[n:14](-[c:16]1[cH:17][cH:18][cH:19][cH:20][cH:21]1)[n:15]2. Starting materials: [N+](=O)([O-])\C=C\C1=CC=CC=C1 (trans-β-nitrostyrene), [BH4-].[Na+] (sodium borohydride). The solvent is C(Cl)(Cl)Cl (chloroform), C(C)(C)O (isopropanol). Run at time 15 minute. The product is [N+](=O)([O-])CCC1=CC=CC=C1 (1-nitro-2-phenylethane). The yield is 54.1%. Reaction SMILES: [N+:1](/[CH:4]=[CH:5]/[C:6]1[CH:11]=[CH:10][CH:9]=[CH:8][CH:7]=1)([O-:3])=[O:2].[BH4-].[Na+]>C(Cl)(Cl)Cl.C(O)(C)C>[N+:1]([CH2:4][CH2:5][C:6]1[CH:11]=[CH:10][CH:9]=[CH:8][CH:7]=1)([O-:3])=[O:2] |f:1.2|. Procedure details: To a stirring mixture of trans-β-nitrostyrene (5.25 g, 0.035 mol) and silica gel (10 g, 230-400 mesh) in chloroform (400 mL) and isopropanol (75 mL) at room temperature, was slowly added sodium borohydride (5.50 g, 0.145 mol) over a period of 45 min. The reaction mixture was stirred for an additional 15 min and then carefully quenched with 10% hydrochloric acid (20 mL). Separated solid was filtered and washed with chloroform (50 mL). Combined filtrate and washing was washed with water (1×20 mL),... Reactants: C1(CC1)C=1OC=C(N1)C1=CC=C(CNCCC2=CC=C(C=C2)O)C=C1 (4-(2-{[4-(2-cyclopropyl-1,3-oxazol-4-yl)benzyl]amino}ethyl)phenol), C(=O)([O-])[O-].[Cs+].[Cs+] (Cs2CO3), FC(OC1=CC=C(CBr)C=C1)(F)F (4-trifluoromethoxy-benzylbromide), C(C)OC(C(C)(C)Br)=O (ethyl-2-bromoisobutyrate). Solvent: C(C)#N (acetonitrile). Yields the product C1(CC1)C=1OC=C(N1)C1=CC=C(CNCCC2=CC=C(OC(C(=O)OCC)(C)C)C=C2)C=C1 (ethyl 2-[4-(2-{[4-(2-cyclopropyl-1,3-oxazol-4-yl)benzyl]amino}ethyl)phenoxy]-2-methylpropanoate). Isolated yield 74.9%. Reaction SMILES: [CH:1]1([C:4]2[O:5][CH:6]=[C:7]([C:9]3[CH:25]=[CH:24][C:12]([CH2:13][NH:14][CH2:15][CH2:16][C:17]4[CH:22]=[CH:21][C:20]([OH:23])=[CH:19][CH:18]=4)=[CH:11][CH:10]=3)[N:8]=2)[CH2:3][CH2:2]1.C([O-])([O-])=O.[Cs+].[Cs+].[CH2:32]([O:34][C:35](=[O:40])[C:36](Br)([CH3:38])[CH3:37])[CH3:33].FC(F)(F)OC1C=CC(CBr)=CC=1>C(#N)C>[CH:1]1([C:4]2[O:5][CH:6]=[C:7]([C:9]3[CH:25]=[CH:24][C:12]([CH2:13][NH:14][CH2:15][CH2:16][C:17]4[CH:18]=[CH:19][C:20]([O:23][C:36]([CH3:38])([CH3:37])[C:35]([O:34][CH2:32][CH3:33])=[O:40])=[CH:21][CH:22]=4)=[CH:11][CH:10]=3)[N:8]=2)[CH2:3][CH2:2]1 |f:1.2.3|. Reported procedure: To a warm solution of 4-(2-{[4-(2-cyclopropyl-1,3-oxazol-4-yl)benzyl]amino}ethyl)phenol (0.42 g, 1.25 mmol) in acetonitrile (6 ml) was added Cs2CO3 (1.34 g, 4.11 mmol) followed by ethyl-2-bromoisobutyrate (0.60 mL, 4.09 mmol). The mixture was heated at 80C for 20 h. Upon cooling, the mixture was partitioned between EtOAc and water. The aqueous phase was extracted with EtOAc (2×25 ml). The combined organic phases were dried with MgSO4 and concentrated in vacuo. The crude material was purified by ... Reaction SMILES: [CH3:1][C:2]1([C:7]2[O:11][C:10]([CH2:12][N:13]3[CH:17]=[CH:16][C:15]([NH2:18])=[N:14]3)=[CH:9][CH:8]=2)[O:6]CCO1.[CH3:19][C:20]1[O:21][C:22]([C:28]2[CH:29]=[C:30]([CH3:34])[CH:31]=[CH:32][CH:33]=2)=[C:23]([C:25](O)=[O:26])[N:24]=1>>[C:2]([C:7]1[O:11][C:10]([CH2:12][N:13]2[CH:17]=[CH:16][C:15]([NH:18][C:25]([C:23]3[N:24]=[C:20]([CH3:19])[O:21][C:22]=3[C:28]3[CH:29]=[C:30]([CH3:34])[CH:31]=[CH:32][CH:33]=3)=[O:26])=[N:14]2)=[CH:9][CH:8]=1)(=[O:6])[CH3:1]. The product is C(C)(=O)C1=CC=C(O1)CN1N=C(C=C1)NC(=O)C=1N=C(OC1C=1C=C(C=CC1)C)C (2-Methyl-5-m-tolyl-oxazole-4-carboxylic acid [1-(5-acetyl-furan-2-ylmethyl)-1H-pyrazol-3-yl]-amide). The reactants are CC1(OCCO1)C1=CC=C(O1)CN1N=C(C=C1)N (1-[5-(2-methyl-[1,3]dioxolan-2-yl)-furan-2-ylmethyl]-1H-pyrazol-3-ylamine), CC=1OC(=C(N1)C(=O)O)C=1C=C(C=CC1)C (2-methyl-5-m-tolyl-oxazole-4-carboxylic acid). Reported procedure: Following general procedure B followed by either C or D, starting from 1-[5-(2-methyl-[1,3]dioxolan-2-yl)-furan-2-ylmethyl]-1H-pyrazol-3-ylamine and 2-methyl-5-m-tolyl-oxazole-4-carboxylic acid.